This data is from the Open Reaction Database (ORD), a public repository of structured organic reaction records. The task is: describe an organic reaction: reactants, conditions, products, and yield The reactants are [Cl-].[Al+3].[Cl-].[Cl-] (aluminum chloride), 4, BrCC(=O)Cl (bromoacetyl chloride), S1(C=NC2=C1C=CC=C2)=O (benzothiazolinone). The solvent is CN(C=O)C (dimethylformamide). The product is BrCC(=O)C1=CC2=C(N=CS2=O)C=C1 (6-(Bromoacetyl)benzothiazolinone). As a reaction SMILES: [Cl-].[Al+3].[Cl-].[Cl-].[S:5]1(=[O:14])[C:9]2[CH:10]=[CH:11][CH:12]=[CH:13][C:8]=2[N:7]=[CH:6]1.[Br:15][CH2:16][C:17](Cl)=[O:18]>CN(C)C=O>[Br:15][CH2:16][C:17]([C:11]1[CH:12]=[CH:13][C:8]2[N:7]=[CH:6][S:5](=[O:14])[C:9]=2[CH:10]=1)=[O:18] |f:0.1.2.3|. Procedure: 210 g (1.60 mol) of aluminum chloride are introduced into a 500-cm3 ground-necked flask surmounted by a condenser, and 4 3cm3 of dimethylformamide are then added dropwise and with magnetic stirring via a dropping funnel. 30.2 g (0.2 mol) of benzothiazolinone are then added and, while the reaction medium homogenizes, the temperature is stabilized at 70° C. using an oil bath. 19.8 cm3 (0.24 mol) of bromoacetyl chloride are then introduced gradually. After the addition, the mixture is left stirring... The reactants are C(C)I (ethyl iodide), ice water, COC=1C(=CC2=C(C=C(CCC2)C(=O)N2C(CN(CC2)CC2=CC(=C(C(=C2)OC)OC)OC)CO)C1)OC (1-(2,3-dimethoxy-6,7-dihydro-5H-benzocyclohepten-8-ylcarbonyl) -4-(3,4,5-trimethoxybenzyl)piperazine-2-methanol), [H-].[Na+] (sodium hydride). Solvent: CN(C=O)C (N,N-dimethylformamide), CN(C=O)C (N,N-dimethylformamide). Reaction conditions: temperature 0 celsius, time 30 minute. Product: COC=1C(=CC2=C(C=C(CCC2)C(=O)N2C(CN(CC2)CC2=CC(=C(C(=C2)OC)OC)OC)COCC)C1)OC (1-(2,3-dimethoxy-6,7-dihydro-5H-benzocyclohepten-8-ylcarbonyl) -2-ethoxymethyl-4-(3,4,5trimethoxybenzyl)piperazine), product. Reaction SMILES: [CH3:1][O:2][C:3]1[C:4]([O:37][CH3:38])=[CH:5][C:6]2[CH2:12][CH2:11][CH2:10][C:9]([C:13]([N:15]3[CH2:20][CH2:19][N:18]([CH2:21][C:22]4[CH:27]=[C:26]([O:28][CH3:29])[C:25]([O:30][CH3:31])=[C:24]([O:32][CH3:33])[CH:23]=4)[CH2:17][CH:16]3[CH2:34][OH:35])=[O:14])=[CH:8][C:7]=2[CH:36]=1.[H-].[Na+].[CH2:41](I)[CH3:42]>CN(C)C=O>[CH3:1][O:2][C:3]1[C:4]([O:37][CH3:38])=[CH:5][C:6]2[CH2:12][CH2:11][CH2:10][C:9]([C:13]([N:15]3[CH2:20][CH2:19][N:18]([CH2:21][C:22]4[CH:23]=[C:24]([O:32][CH3:33])[C:25]([O:30][CH3:31])=[C:26]([O:28][CH3:29])[CH:27]=4)[CH2:17][CH:16]3[CH2:34][O:35][CH2:41][CH3:42])=[O:14])=[CH:8][C:7]=2[CH:36]=1 |f:1.2|. Reported procedure: A mixture of 1-(2,3-dimethoxy-6,7-dihydro-5H-benzocyclohepten-8-ylcarbonyl) -4-(3,4,5-trimethoxybenzyl)piperazine-2-methanol (500 mg) obtained by the method in Working Example 19 and N,N-dimethylformamide (3 ml) is cooled to 0° C., to which is added, in limited amounts, 60% oily sodium hydride (80 mg). The reaction mixture is stirred for 30 minutes and then cooled to -20° C., followed by adding thereto dropwise a mixture of ethyl iodide (200 mg) and N,N-dimethylformamide (1 ml). After stirring f... The reactants are C=1SC=C2NC3=C(NC(C21)=O)C=CC=C3 (4,9-dihydro-10H-thieno[3,4-b][1,5]benzodiazepin-10-one), [H-].[Na+] (sodium hydride), ClC1=C(C=C(CCl)C=C1)C(F)(F)F (4-chloro-3-trifluoromethyl benzyl chloride), [I-].[K+] (potassium iodide). The solvent is CN(C=O)C (dimethylformamide). Conditions: time 1 hour. Yields the product ClC1=C(C=C(CN2C(C=3C(NC4=C2C=CC=C4)=CSC3)=O)C=C1)C(F)(F)F (9-[4-chloro-3-(trifluoromethyl)benzyl]-4,9-dihydro-10H-thieno[3,4-b][1,5]benzodiazepin-10-one). As a reaction SMILES: [CH:1]1[S:2][CH:3]=[C:4]2[C:10]=1[C:9](=[O:11])[NH:8][C:7]1[CH:12]=[CH:13][CH:14]=[CH:15][C:6]=1[NH:5]2.[H-].[Na+].[Cl:18][C:19]1[CH:26]=[CH:25][C:22]([CH2:23]Cl)=[CH:21][C:20]=1[C:27]([F:30])([F:29])[F:28].[I-].[K+]>CN(C)C=O>[Cl:18][C:19]1[CH:26]=[CH:25][C:22]([CH2:23][N:8]2[C:7]3[CH:12]=[CH:13][CH:14]=[CH:15][C:6]=3[NH:5][C:4]3=[CH:3][S:2][CH:1]=[C:10]3[C:9]2=[O:11])=[CH:21][C:20]=1[C:27]([F:28])([F:29])[F:30] |f:1.2,4.5|. Reported procedure: To a solution of 8.64 g. of 4,9-dihydro-10H-thieno[3,4-b][1,5]benzodiazepin-10-one in 100 ml. of dimethylformamide is added 2.1 g. of 50% sodium hydride in mineral oil. The mixture is stirred for one hour and 10.0 g. of 4-chloro-3-trifluoromethyl benzyl chloride and 10 mg of potassium iodide are added. The mixture is stirred for a prolonged period and the solvent is removed in vacuo. The residual gum is dissolved in methylene chloride, dried over magnesium sulfate and filtered through magnesol. ... Reactants: ClC1=CC=C(C=C1)N1N=CC(=CC1=O)O (2-(4-chlorophenyl)-5-hydroxy-3(2H)-pyridazinone), ClC1=CC=C(CCl)C=C1 (p-chlorobenzyl chloride), C([O-])([O-])=O.[K+].[K+] (potassium carbonate). Run in CN(C=O)C (N,N-dimethylformamide). Conditions: time 1 hour. The product is ClC1=CC=C(COC2=CC(N(N=C2)C2=CC=C(C=C2)Cl)=O)C=C1 (5-(4-chlorobenzyloxy)-2-(4-chlorophenyl)-3(2H)-pyridazinone). The yield is 80.2%. As a reaction SMILES: [Cl:1][C:2]1[CH:7]=[CH:6][C:5]([N:8]2[C:13](=[O:14])[CH:12]=[C:11]([OH:15])[CH:10]=[N:9]2)=[CH:4][CH:3]=1.[Cl:16][C:17]1[CH:24]=[CH:23][C:20]([CH2:21]Cl)=[CH:19][CH:18]=1.C(=O)([O-])[O-].[K+].[K+]>CN(C)C=O>[Cl:16][C:17]1[CH:24]=[CH:23][C:20]([CH2:21][O:15][C:11]2[CH:10]=[N:9][N:8]([C:5]3[CH:4]=[CH:3][C:2]([Cl:1])=[CH:7][CH:6]=3)[C:13](=[O:14])[CH:12]=2)=[CH:19][CH:18]=1 |f:2.3.4|. Procedure details: In 50 ml of N,N-dimethylformamide were dissolved 2.0 g (9.0 m mol) of 2-(4-chlorophenyl)-5-hydroxy-3(2H)-pyridazinone and 1.5 g (9.3 m mol) of p-chlorobenzyl chloride, and thereto was added 1.7 g of anhydrous potassium carbonate. The reaction mixture was heated under stirring on an oil bath at 100°-120° C. for one hour. Then, the procedure in Synthesis Example 13 were repeated to give 2.5 g of the intended compound. Starting materials: OC=1C=CC2=C(SC=C2CCC(=O)OCC)C1 (Ethyl 3-(6-hydroxybenzo[b]thiophen-3-yl)propanoate), CN1CCOCC1 (4-methylmorpholine), CNC1=CC=CC(=N1)CCO (2-[6-(Methylamino)-2-pyridyl]ethan-1-ol), C1(=CC=CC=C1)P(C1=CC=CC=C1)C1=CC=CC=C1 (triphenylphosphine), N(=NC(=O)OC(C)C)C(=O)OC(C)C (diisopropyl azodicarboxylate). RXN SMILES: [OH:1][C:2]1[CH:3]=[CH:4][C:5]2[C:9]([CH2:10][CH2:11][C:12]([O:14][CH2:15][CH3:16])=[O:13])=[CH:8][S:7][C:6]=2[CH:17]=1.CN1CCOCC1.[CH3:25][NH:26][C:27]1[N:32]=[C:31]([CH2:33][CH2:34]O)[CH:30]=[CH:29][CH:28]=1.C1(P(C2C=CC=CC=2)C2C=CC=CC=2)C=CC=CC=1.N(C(OC(C)C)=O)=NC(OC(C)C)=O>C1COCC1>[CH3:25][NH:26][C:27]1[N:32]=[C:31]([CH2:33][CH2:34][O:1][C:2]2[CH:3]=[CH:4][C:5]3[C:9]([CH2:10][CH2:11][C:12]([O:14][CH2:15][CH3:16])=[O:13])=[CH:8][S:7][C:6]=3[CH:17]=2)[CH:30]=[CH:29][CH:28]=1. Solvent: C1CCOC1 (THF). The yield is 19.5%. Procedure details: Ethyl 3-(6-hydroxybenzo[b]thiophen-3-yl)propanoate (100 mg, 0.4 mmol) and 4-methylmorpholine (0.05 ml, 0.44 mmol) were dissolved in THF (5 ml) and stirred for 5 minutes. 2-[6-(Methylamino)-2-pyridyl]ethan-1-ol (91 mg, 0.6 mmol), triphenylphosphine (210 mg, 0.8 mmol) and diisopropyl azodicarboxylate (0.16 ml, 0.8 mmol) were added to the mixture sequentially. After stirring overnight under argon, the reaction mixture was partitioned between ethyl acetate and water. The organic layer was dried with... The product is CNC1=CC=CC(=N1)CCOC=1C=CC2=C(SC=C2CCC(=O)OCC)C1 (Ethyl 3-(6-{2-[6-(methylamino)-2-pyridyl]ethoxy}benzo[b]thiophen-3-yl)propanoate). Run at time 5 minute. Reactants: BrC1=CC2=C(C=3N=C(SC3CCO2)C=2N(N=CN2)C2CCN(CC2)CCO[Si](C)(C)C(C)(C)C)C=C1 (8-Bromo-2-(2-{1-[2-(tert-butyl-dimethyl-silanyloxy)-ethyl]-piperidin-4-yl}-2H-[1,2,4]triazol-3-yl)-4,5-dihydro-6-oxa-3-thia-1-aza-benzo[e]azulene), CC(CN1N=CC(=C1)B1OC(C(O1)(C)C)(C)C)(C)O (2-methyl-1-[4-(4,4,5,5-tetramethyl-[1,3,2]dioxaborolan-2-yl)-pyrazol-1-yl]-propan-2-ol). The product is C(C)(C)(C)[Si](OCCN1CCC(CC1)N1N=CN=C1C=1SC=2CCOC3=C(C2N1)C=CC(=C3)C=3C=NN(C3)CC(C)(O)C)(C)C (1-{4-[2-(2-{1-[2-(tert-Butyl-dimethyl-silanyloxy)-ethyl]-piperidin-4-yl}-2H-[1,2,4]triazol-3-yl)-4,5-dihydro-6-oxa-3-thia-1-aza-benzo[e]azulen-8-yl]-pyrazol-1-yl}-2-methyl-propan-2-ol). Reaction SMILES: Br[C:2]1[CH:36]=[CH:35][C:5]2[C:6]3[N:7]=[C:8]([C:14]4[N:15]([CH:19]5[CH2:24][CH2:23][N:22]([CH2:25][CH2:26][O:27][Si:28]([C:31]([CH3:34])([CH3:33])[CH3:32])([CH3:30])[CH3:29])[CH2:21][CH2:20]5)[N:16]=[CH:17][N:18]=4)[S:9][C:10]=3[CH2:11][CH2:12][O:13][C:4]=2[CH:3]=1.[CH3:37][C:38]([OH:55])([CH3:54])[CH2:39][N:40]1[CH:44]=[C:43](B2OC(C)(C)C(C)(C)O2)[CH:42]=[N:41]1>>[C:31]([Si:28]([CH3:29])([CH3:30])[O:27][CH2:26][CH2:25][N:22]1[CH2:21][CH2:20][CH:19]([N:15]2[C:14]([C:8]3[S:9][C:10]4[CH2:11][CH2:12][O:13][C:4]5[CH:3]=[C:2]([C:43]6[CH:42]=[N:41][N:40]([CH2:39][C:38]([CH3:54])([OH:55])[CH3:37])[CH:44]=6)[CH:36]=[CH:35][C:5]=5[C:6]=4[N:7]=3)=[N:18][CH:17]=[N:16]2)[CH2:24][CH2:23]1)([CH3:34])([CH3:32])[CH3:33]. Reported procedure: Following the procedure for 114, 8-Bromo-2-(2-{1-[2-(tert-butyl-dimethyl-silanyloxy)-ethyl]-piperidin-4-yl}-2H-[1,2,4]triazol-3-yl)-4,5-dihydro-6-oxa-3-thia-1-aza-benzo[e]azulene was reacted with 2-methyl-1-[4-(4,4,5,5-tetramethyl-[1,3,2]dioxaborolan-2-yl)-pyrazol-1-yl]-propan-2-ol to give 1-{4-[2-(2-{1-[2-(tert-Butyl-dimethyl-silanyloxy)-ethyl]-piperidin-4-yl}-2H-[1,2,4]triazol-3-yl)-4,5-dihydro-6-oxa-3-thia-1-aza-benzo[e]azulen-8-yl]-pyrazol-1-yl}-2-methyl-propan-2-ol. MS(ESI+) 650.3 Starting materials: C(C)(C)(C)OC(NC1=C(C=C(C(=C1)N(C)C(C)C)C(F)(F)F)NC(CC(=O)C1=CC(=CC=C1)C1=CC(=NO1)C)=O)=O ((5-(isopropyl-methyl-amino)-2-{3-[3-(3-methyl-isoxazol-5-yl)-phenyl]-3-oxo-propionylamino}-4-trifluoromethyl-phenyl)-carbamic acid tert-butyl ester), C(=O)(C(F)(F)F)O (TFA). Run in C(Cl)Cl (CH2Cl2). Product: C(C)(C)N(C1=CC2=C(NC(CC(=N2)C2=CC(=CC=C2)C2=CC(=NO2)C)=O)C=C1C(F)(F)F)C (7-(Isopropyl-methyl-amino)-4-[3-(3-methyl-isoxazol-5-yl)-phenyl]-8-trifluoromethyl-1,3-dihydro-benzo[b][1,4]diazepin-2-one), solid. Yield: 25.0%. As a reaction SMILES: C(OC(=O)[NH:7][C:8]1[CH:13]=[C:12]([N:14]([CH:16]([CH3:18])[CH3:17])[CH3:15])[C:11]([C:19]([F:22])([F:21])[F:20])=[CH:10][C:9]=1[NH:23][C:24](=[O:40])[CH2:25][C:26]([C:28]1[CH:33]=[CH:32][CH:31]=[C:30]([C:34]2[O:38][N:37]=[C:36]([CH3:39])[CH:35]=2)[CH:29]=1)=O)(C)(C)C.C(O)(C(F)(F)F)=O>C(Cl)Cl>[CH:16]([N:14]([CH3:15])[C:12]1[C:11]([C:19]([F:20])([F:21])[F:22])=[CH:10][C:9]2[NH:23][C:24](=[O:40])[CH2:25][C:26]([C:28]3[CH:33]=[CH:32][CH:31]=[C:30]([C:34]4[O:38][N:37]=[C:36]([CH3:39])[CH:35]=4)[CH:29]=3)=[N:7][C:8]=2[CH:13]=1)([CH3:17])[CH3:18]. Procedure details: The title compound was prepared from (5-(isopropyl-methyl-amino)-2-{3-[3-(3-methyl-isoxazol-5-yl)-phenyl]-3-oxo-propionylamino}-4-trifluoromethyl-phenyl)-carbamic acid tert-butyl ester (Example M107) (0.37 g, 0.64 mmol) by treatment with TFA in CH2Cl2 according to the general procedure N. Obtained as a yellow solid (74 mg, 25%).